Dataset: the Open Reaction Database (ORD), a public repository of structured organic reaction records. Task: describe an organic reaction: reactants, conditions, products, and yield The reactants are FC(C(=O)O)(F)F (Trifluoroacetic acid), C(C1=CC=CC=C1)OC1CC2(C1)ON=C(C2)C2=C(C1=C(N=C2)N(N=C1)CC1=CC=C(C=C1)OC)NC1CCOCC1 (5-[2-(benzyloxy)-5-oxa-6-azaspiro[3.4]oct-6-en-7-yl]-1-(4-methoxybenzyl)-N-(tetrahydro-2H-pyran-4-yl)-1H-pyrazolo[3,4-b]pyridin-4-amine). The solvent is ClC(C)Cl (dichloroethane), C(C)(=O)OCC (ethyl acetate). The product is C(C1=CC=CC=C1)OC1CC2(C1)ON=C(C2)C2=C(C1=C(N=C2)NN=C1)NC1CCOCC1 (5-[2-(benzyloxy)-5-oxa-6-azaspiro[3.4]oct-6-en-7-yl]-N-(tetrahydro-2H-pyran-4-yl)-1H-pyrazolo[3,4-b]pyridin-4-amine). As a reaction SMILES: FC(F)(F)C(O)=O.[CH2:8]([O:15][CH:16]1[CH2:19][C:18]2([CH2:23][C:22]([C:24]3[CH:29]=[N:28][C:27]4[N:30](CC5C=CC(OC)=CC=5)[N:31]=[CH:32][C:26]=4[C:25]=3[NH:42][CH:43]3[CH2:48][CH2:47][O:46][CH2:45][CH2:44]3)=[N:21][O:20]2)[CH2:17]1)[C:9]1[CH:14]=[CH:13][CH:12]=[CH:11][CH:10]=1>ClC(Cl)C.C(OCC)(=O)C>[CH2:8]([O:15][CH:16]1[CH2:19][C:18]2([CH2:23][C:22]([C:24]3[CH:29]=[N:28][C:27]4[NH:30][N:31]=[CH:32][C:26]=4[C:25]=3[NH:42][CH:43]3[CH2:48][CH2:47][O:46][CH2:45][CH2:44]3)=[N:21][O:20]2)[CH2:17]1)[C:9]1[CH:10]=[CH:11][CH:12]=[CH:13][CH:14]=1. Procedure details: Trifluoroacetic acid (0.41 gm, 3.61 mmol) was added to the solution of 5-[2-(benzyloxy)-5-oxa-6-azaspiro[3.4]oct-6-en-7-yl]-1-(4-methoxybenzyl)-N-(tetrahydro-2H-pyran-4-yl)-1H-pyrazolo[3,4-b]pyridin-4-amine (0.4 gm, 0.72 mmol) (step a) in dichloroethane (5 ml) and the reaction mixture was refluxed for about 2 hours under inert atmosphere. It was cooled, diluted with ethyl acetate, washed with saturated sodium bicarbonate, water and brine, dried over anhydrous sodium sulphate and concentrated und... The solvent is C(Cl)Cl (DCM), FC(C(=O)O)(F)F (trifluoroacetic acid). Yields the product C(C)OC(=O)[C@@]1([C@@H](C1)C=C)NC(=O)[C@H]1[C@@H](C[C@@H](C1)OC1=CC(=NC2=CC(=CC=C12)OC)C1=CC=CC=C1)C(=O)N(NC(=O)OC(C)(C)C)CCCCCC=C ((1R,2S)-1-{[(1R,2R,4R)-2-(N′-tert-Butoxycarbonyl-N-hept-6-enyl-hydrazinocarbonyl)-4-(7-methoxy-2-phenyl-quinolin-4-yloxy)-cyclopentanecarbonyl]-amino}-2-vinyl-cyclopropanecarboxylic acid ethyl ester). Procedure: Scaffold molecule 35 (135 mg, 0.225 mmol) and triethylsilane (71 μL, 0.447 mmol) was dissolved in DCM (2 mL) after which trifluoroacetic acid (TFA) (2 mL) was added. The mixture was stirred for 2 h and thereafter co-evaporated with toluene in order to remove the TFA. The residue was dissolved in DMF (3 mL) and 47 (60 mg, 0.263 mmol) and DIEA (118 μL, 0.677 mmol) were added. The temperature was lowered to 0° C. and the coupling reagent O-(7-azabenzotriazol-1-yl)-NNN′,N′-tetramethyluronium hexaflu... Reaction SMILES: C(O[C:6]([C@@H:8]1[CH2:12][C@H:11]([O:13][C:14]2[C:23]3[C:18](=[CH:19][C:20]([O:24][CH3:25])=[CH:21][CH:22]=3)[N:17]=[C:16]([C:26]3[CH:31]=C[CH:29]=[CH:28][CH:27]=3)[CH:15]=2)[CH2:10][C@H:9]1[C:32](=[O:44])[NH:33][C@:34]1([C:39]([O:41][CH2:42][CH3:43])=[O:40])[CH2:36][C@H:35]1[CH:37]=[CH2:38])=[O:7])(C)(C)C.[CH2:45]([SiH](CC)CC)C.[C:52]([O:56][C:57]([NH:59]/[N:60]=[CH:61]/[CH2:62][CH2:63][CH2:64][CH2:65][CH:66]=[CH2:67])=[O:58])([CH3:55])([CH3:54])[CH3:53].CCN(C(C)C)C(C)C>C(Cl)Cl.FC(F)(F)C(O)=O>[CH2:42]([O:41][C:39]([C@@:34]1([NH:33][C:32]([C@@H:9]2[CH2:10][C@@H:11]([O:13][C:14]3[C:23]4[C:18](=[CH:19][C:20]([O:24][CH3:25])=[CH:21][CH:22]=4)[N:17]=[C:16]([C:26]4[CH:27]=[CH:28][CH:29]=[CH:45][CH:31]=4)[CH:15]=3)[CH2:12][C@H:8]2[C:6]([N:60]([CH2:61][CH2:62][CH2:63][CH2:64][CH2:65][CH:66]=[CH2:67])[NH:59][C:57]([O:56][C:52]([CH3:55])([CH3:54])[CH3:53])=[O:58])=[O:7])=[O:44])[CH2:36][C@H:35]1[CH:37]=[CH2:38])=[O:40])[CH3:43]. Run at time 2 hour. Isolated yield 82.4%. The reactants are C(C)(C)(C)OC(=O)[C@H]1[C@@H](C[C@H](C1)OC1=CC(=NC2=CC(=CC=C12)OC)C1=CC=CC=C1)C(N[C@]1([C@@H](C1)C=C)C(=O)OCC)=O ((1R,2R,4R)-2-((1R,2S)-1-Ethoxycarbonyl-2-vinyl-cyclopropylcarbamoyl)-4-(7-methoxy-2-phenyl-quinolin-4-yloxy)-cyclopentanecarboxylic acid tert-butyl ester), C(C)[SiH](CC)CC (triethylsilane), O-(7-azabenzotriazol-1-yl)-NNN′,N′-tetramethyluronium hexafluorophosphate, C(C)(C)(C)OC(=O)N/N=C/CCCCC=C (N′-Hept-6-en-(E)-ylidene-hydrazinecarboxylic acid tert-butyl ester), CCN(C(C)C)C(C)C (DIEA). The reactants are CC(C)(C)[Si](C)(C)OCC(O)c1cccc(Br)n1, C1CCOC1, CC(C)OC(=O)N=NC(=O)OC(C)C, CCOC(=O)COc1ccc(O)cc1C, c1ccc(P(c2ccccc2)c2ccccc2)cc1. The product is CCOC(=O)COc1ccc(OC(CO[Si](C)(C)C(C)(C)C)c2cccc(Br)n2)cc1C. Reaction SMILES: [Br:35][c:36]1[cH:37][cH:38][cH:39][c:40]([CH:42]([CH2:43][O:44][Si:45]([CH3:46])([CH3:47])[C:48]([CH3:49])([CH3:50])[CH3:51])[OH:52])[n:41]1.[CH2:67]1[O:68][CH2:69][CH2:70][CH2:71]1.[O:53]=[C:54]([O:55][CH:56]([CH3:57])[CH3:58])[N:59]=[N:60][C:61]([O:62][CH:63]([CH3:64])[CH3:65])=[O:66].[OH:20][c:21]1[cH:22][c:23]([CH3:34])[c:24]([O:27][CH2:28][C:29](=[O:30])[O:31][CH2:32][CH3:33])[cH:25][cH:26]1.[c:1]1([P:2]([c:3]2[cH:4][cH:5][cH:6][cH:7][cH:8]2)[c:9]2[cH:10][cH:11][cH:12][cH:13][cH:14]2)[cH:15][cH:16][cH:17][cH:18][cH:19]1>>[O:20]([c:21]1[cH:22][c:23]([CH3:34])[c:24]([O:27][CH2:28][C:29](=[O:30])[O:31][CH2:32][CH3:33])[cH:25][cH:26]1)[CH:42]([c:40]1[cH:39][cH:38][cH:37][c:36]([Br:35])[n:41]1)[CH2:43][O:44][Si:45]([CH3:46])([CH3:47])[C:48]([CH3:49])([CH3:50])[CH3:51]. Yields the product CC(C)(CO)NS(=O)(=O)c1cnc(NC(=O)c2cnn3c(C(F)F)cc(-c4ccc(C(F)(F)F)cc4)nc23)s1. Reaction SMILES: [F:1][CH:2]([c:3]1[cH:4][c:5](-[c:15]2[cH:16][cH:17][c:18]([C:21]([F:22])([F:23])[F:24])[cH:19][cH:20]2)[n:6][c:7]2[n:8]1[n:9][cH:10][c:11]2[C:12](=[O:13])[OH:14])[F:25].[OH:26][CH2:27][C:28]([CH3:29])([CH3:30])[NH:31][S:32](=[O:33])(=[O:34])[c:35]1[cH:36][n:37][c:38]([NH2:40])[s:39]1>>[F:1][CH:2]([c:3]1[cH:4][c:5](-[c:15]2[cH:16][cH:17][c:18]([C:21]([F:22])([F:23])[F:24])[cH:19][cH:20]2)[n:6][c:7]2[n:8]1[n:9][cH:10][c:11]2[C:12](=[O:14])[NH:40][c:38]1[n:37][cH:36][c:35]([S:32]([NH:31][C:28]([CH2:27][OH:26])([CH3:29])[CH3:30])(=[O:33])=[O:34])[s:39]1)[F:25]. The reactants are O=C(O)c1cnn2c(C(F)F)cc(-c3ccc(C(F)(F)F)cc3)nc12, CC(C)(CO)NS(=O)(=O)c1cnc(N)s1. Isolated yield 100.2%. Reported procedure: To a solution of 670 mg (2.35 mmol) of 3'-bromo-4'-hydroxymethyl-1,1'-biphenyl-2-nitrile (Step F) in 5 mL of dry dimethylformamide under a nitrogen atmosphere was added 237 mg (3.49 mmol) of imidazole. The reaction mixture was cooled to 0° C. and 0.73 mL (2.8 mmol) of t-butylchlorodiphenylsilane was added dropwise by syringe over 5 minutes. The resulting solution was stirred at 0° C. for 15 minutes then at room temperature for 2 hours. The reaction mixture was poured into 100 mL of water and ext... The solvent is CN(C=O)C (dimethylformamide). Reaction SMILES: [Br:1][C:2]1[CH:3]=[C:4]([C:10]2[C:11]([C:16]#[N:17])=[CH:12][CH:13]=[CH:14][CH:15]=2)[CH:5]=[CH:6][C:7]=1[CH2:8][OH:9].N1C=CN=C1.[C:23]([Si:27](Cl)([C:34]1[CH:39]=[CH:38][CH:37]=[CH:36][CH:35]=1)[C:28]1[CH:33]=[CH:32][CH:31]=[CH:30][CH:29]=1)([CH3:26])([CH3:25])[CH3:24].O>CN(C)C=O>[Br:1][C:2]1[CH:3]=[C:4]([C:10]2[C:11]([C:16]#[N:17])=[CH:12][CH:13]=[CH:14][CH:15]=2)[CH:5]=[CH:6][C:7]=1[CH2:8][O:9][Si:27]([C:23]([CH3:26])([CH3:25])[CH3:24])([C:34]1[CH:35]=[CH:36][CH:37]=[CH:38][CH:39]=1)[C:28]1[CH:33]=[CH:32][CH:31]=[CH:30][CH:29]=1. Yields the product BrC=1C=C(C=CC1CO[Si](C1=CC=CC=C1)(C1=CC=CC=C1)C(C)(C)C)C=1C(=CC=CC1)C#N (3'-Bromo-4'-t-butyldiphenylsilyloxymethyl-1,1'-biphenyl-2-nitrile). Reactants: BrC=1C=C(C=CC1CO)C=1C(=CC=CC1)C#N (3'-Bromo-4'-hydroxymethyl-1,1'-biphenyl-2-nitrile), N1C=NC=C1 (imidazole), O (water), C(C)(C)(C)[Si](C1=CC=CC=C1)(C1=CC=CC=C1)Cl (t-butylchlorodiphenylsilane). Run at temperature 0 celsius, time 15 minute. Reactants: O=C([O-])[O-], CCOC(=O)CCBr, CN(C)C=O, CS(C)=O, [Cs+], [Cs+], COc1cc(F)c(F)cc1-c1ccc(OCc2ccc3cc[nH]c3c2)cc1. RXN SMILES: [C:33](=[O:34])([O-:35])[O-:36].[CH2:39]([CH3:40])[O:41][C:42]([CH2:43][CH2:44][Br:45])=[O:46].[CH3:28][N:29]([CH3:30])[CH:31]=[O:32].[CH3:47][S:48]([CH3:49])=[O:50].[Cs+:37].[Cs+:38].[F:1][c:2]1[cH:3][c:4]([O:26][CH3:27])[c:5](-[c:9]2[cH:10][cH:11][c:12]([O:15][CH2:16][c:17]3[cH:18][cH:19][c:20]4[cH:21][cH:22][nH:23][c:24]4[cH:25]3)[cH:13][cH:14]2)[cH:6][c:7]1[F:8]>>[F:1][c:2]1[cH:3][c:4]([O:26][CH3:27])[c:5](-[c:9]2[cH:10][cH:11][c:12]([O:15][CH2:16][c:17]3[cH:18][cH:19][c:20]4[cH:21][cH:22][n:23]([CH2:44][CH2:43][C:42]([O:41][CH2:39][CH3:40])=[O:46])[c:24]4[cH:25]3)[cH:13][cH:14]2)[cH:6][c:7]1[F:8]. Yields the product CCOC(=O)CCn1ccc2ccc(COc3ccc(-c4cc(F)c(F)cc4OC)cc3)cc21. Starting materials: C(C)(=O)O[BH-](OC(C)=O)OC(C)=O.[Na+] (sodium triacetoxyborohydride), N1N=CC2=CC(=CC=C12)NC1CCC(CC1)=O (4-(1H-5-Indazolylamino)-1-cyclohexanone), N1N=CC2=CC(=CC=C12)NC1CCC(CC1)=O (4-(1H-5-Indazolylamino)-1-cyclohexanone), C(C1=CC=CC=C1)N (benzylamine), Cl.CO (Hydrochloric acid methanol). Solvent: CO (methanol). Conditions: time 18 hour. Product: C(C1=CC=CC=C1)NC1CCC(CC1)NC=1C=C2C=NNC2=CC1 (N1-Benzyl-N4-(1H-5-indazolyl)-1,4-cyclohexanediamine). Isolated yield 17.6%. Reaction SMILES: [NH:1]1[C:9]2[C:4](=[CH:5][C:6]([NH:10][CH:11]3[CH2:16][CH2:15][C:14](=O)[CH2:13][CH2:12]3)=[CH:7][CH:8]=2)[CH:3]=[N:2]1.[CH2:18]([NH2:25])[C:19]1[CH:24]=[CH:23][CH:22]=[CH:21][CH:20]=1.C(O[BH-](OC(=O)C)OC(=O)C)(=O)C.[Na+].Cl.CO>CO>[CH2:18]([NH:25][CH:14]1[CH2:15][CH2:16][CH:11]([NH:10][C:6]2[CH:5]=[C:4]3[C:9](=[CH:8][CH:7]=2)[NH:1][N:2]=[CH:3]3)[CH2:12][CH2:13]1)[C:19]1[CH:24]=[CH:23][CH:22]=[CH:21][CH:20]=1 |f:2.3,4.5|. Reported procedure: 4-(1H-5-Indazolylamino)-1-cyclohexanone (intermediate 3) (57 mg) and benzylamine (53 mg) were dissolved in methanol (1 ml), and sodium triacetoxyborohydride (105 mg) was added by portions at room temperature. The reaction mixture was stirred at room temperature for 18 hr. Hydrochloric acid-methanol was then added thereto, and the mixture was stirred and was then concentrated. The residue was purified by HPLC [0.5% aqueous trifluoroacetic acid solution/acetonitrile]. A saturated aqueous sodium hy...